From a dataset of the Open Reaction Database (ORD), a public repository of structured organic reaction records. describe an organic reaction: reactants, conditions, products, and yield Reactants: CC(C)(C#CC(C#CC(C)(C)C)O)C (2,2,8,8-tetramethyl-nona-3,6-diyn-5-ol). Reagents/catalysts: [O-2].[O-2].[O-2].[Ni+3].[Ni+3] (nickel peroxide). Solvent: C1=CC=CC=C1 (benzene). Run at time 30 minute. The product is CC(C)(C#CC(C#CC(C)(C)C)=O)C (2,2,8,8-tetramethyl-nona-3,6-diyn-5-one). RXN SMILES: [CH3:1][C:2]([CH3:14])([C:4]#[C:5][CH:6]([OH:13])[C:7]#[C:8][C:9]([CH3:12])([CH3:11])[CH3:10])[CH3:3]>C1C=CC=CC=1.[O-2].[O-2].[O-2].[Ni+3].[Ni+3]>[CH3:11][C:9]([CH3:12])([C:8]#[C:7][C:6](=[O:13])[C:5]#[C:4][C:2]([CH3:14])([CH3:3])[CH3:1])[CH3:10] |f:2.3.4.5.6|. Procedure details: The 2,2,8,8-tetramethyl-nona-3,6-diyn-5-ol prepared in Part A (7.0 g, 36 mmole) was dissolved in 150 mL of benzene, cooled to 5°-10° C. and nickel peroxide (18.15 g, 465 mmole) was added over a period of 20 minutes. After the addition had been completed, the reaction mixture was stirred at room temperature for 30 minutes, then filtered, and the nickel peroxide left on the filter was washed well with benzene and then with dichloromethane. The filtrate was evaporated to give a yellow solid, which ... Reactants: t-butyl ester, CC1=C(N2[C@@H]([C@@H](C2=O)N)SC1)C(=O)O (7-ADCA), FC(CS(=O)(=O)CC(=O)O)(F)F (trifluoroethylsulfonylacetic acid). Yields the product FC(CS(=O)(=O)CC(=O)NC1[C@@H]2N(C(=C(CS2)C)C(=O)O)C1=O)(F)F (7-trifluoroethylsulfonylacetamido-3-methyl-3-cephem-4-carboxylic acid). As a reaction SMILES: [CH3:1][C:2]1[CH2:11][S:10][C@@H:5]2[C@H:6]([NH2:9])[C:7](=[O:8])[N:4]2[C:3]=1[C:12]([OH:14])=[O:13].[F:15][C:16]([F:26])([F:25])[CH2:17][S:18]([CH2:21][C:22](O)=[O:23])(=[O:20])=[O:19]>>[F:26][C:16]([F:15])([F:25])[CH2:17][S:18]([CH2:21][C:22]([NH:9][CH:6]1[C:7](=[O:8])[N:4]2[C:3]([C:12]([OH:14])=[O:13])=[C:2]([CH3:1])[CH2:11][S:10][C@H:5]12)=[O:23])(=[O:20])=[O:19]. Procedure: When the t-butyl ester of 7-ADCA is acylated with trifluoroethylsulfonylacetic acid by the procedure of Example 8, 7-trifluoroethylsulfonylacetamido-3-methyl-3-cephem-4-carboxylic acid is obtained.